From a dataset of the Open Reaction Database (ORD), a public repository of structured organic reaction records. describe an organic reaction: reactants, conditions, products, and yield Reaction SMILES: [CH3:37][C:38](=[O:39])[CH2:40][CH3:41].[Cl:16][CH2:17][c:18]1[n:19][n:20][c:21](-[c:23]2[cH:24][c:25]([C:26]#[N:27])[cH:28][cH:29][cH:30]2)[o:22]1.[K+:31].[K+:32].[O-:33][C:34]([O-:35])=[O:36].[n:1]1[cH:2][cH:3][c:4](-[c:7]2[n:8][n:9][c:10]3[n:11]2[CH2:12][CH2:13][CH2:14][NH:15]3)[cH:5][cH:6]1>>[n:1]1[cH:2][cH:3][c:4](-[c:7]2[n:8][n:9][c:10]3[n:11]2[CH2:12][CH2:13][CH2:14][N:15]3[CH2:17][c:18]2[n:19][n:20][c:21](-[c:23]3[cH:24][c:25]([C:26]#[N:27])[cH:28][cH:29][cH:30]3)[o:22]2)[cH:5][cH:6]1. Yields the product N#Cc1cccc(-c2nnc(CN3CCCn4c(-c5ccncc5)nnc43)o2)c1. Starting materials: CCC(C)=O, N#Cc1cccc(-c2nnc(CCl)o2)c1, [K+], [K+], O=C([O-])[O-], c1cc(-c2nnc3n2CCCN3)ccn1. Reactants: CC=1N=CNC1CSCCN (4-methyl-5-((2-aminoethyl)thiomethyl)imidazole), C1(=CC=CC=C1)S(=O)(=O)NC(SC)=N (N-benzenesulphonyl-S-methylisothiourea). Solvent: C(C)#N (acetonitrile). Product: C1(=CC=CC=C1)S(=O)(=O)NC(=N)NCCSCC1=C(N=CN1)C (N-benzenesulphonyl-N'-[2-((4-methyl-5-imidazolyl)methylthio)ethyl]guanidine). Isolated yield 20.4%. RXN SMILES: [CH3:1][C:2]1[N:3]=[CH:4][NH:5][C:6]=1[CH2:7][S:8][CH2:9][CH2:10][NH2:11].[C:12]1([S:18]([NH:21][C:22](=[NH:25])SC)(=[O:20])=[O:19])[CH:17]=[CH:16][CH:15]=[CH:14][CH:13]=1>C(#N)C>[C:12]1([S:18]([NH:21][C:22]([NH:11][CH2:10][CH2:9][S:8][CH2:7][C:6]2[NH:5][CH:4]=[N:3][C:2]=2[CH3:1])=[NH:25])(=[O:19])=[O:20])[CH:13]=[CH:14][CH:15]=[CH:16][CH:17]=1. Reported procedure: A solution of 4-methyl-5-((2-aminoethyl)thiomethyl)imidazole (5.93g.) and N-benzenesulphonyl-S-methylisothiourea (8.0g.) in acetonitrile (100 ml.) was heated under reflux for 24 hours. Concentration, followed by chromatographic purification on a column of silica gel with benzene -- methanol (10:1) and recrystallisation from aqueous ethanol and then acetonitrile afforded N-benzenesulphonyl-N'-[2-((4-methyl-5-imidazolyl)methylthio)ethyl]guanidine (2.5 g.) m.p. 149°-150°. Reactants: COC(=O)Cl, CC(C)Oc1ccc(N)cc1CNC(=O)OC(C)(C)C, c1ccncc1. Product: COC(=O)Nc1ccc(OC(C)C)c(CNC(=O)OC(C)(C)C)c1. RXN SMILES: [Cl:21][C:22](=[O:23])[O:24][CH3:25].[NH2:1][c:2]1[cH:3][cH:4][c:5]([O:17][CH:18]([CH3:19])[CH3:20])[c:6]([CH2:7][NH:8][C:9]([O:10][C:11]([CH3:12])([CH3:13])[CH3:14])=[O:15])[cH:16]1.[cH:26]1[cH:27][cH:28][n:29][cH:30][cH:31]1>>[NH:1]([c:2]1[cH:3][cH:4][c:5]([O:17][CH:18]([CH3:19])[CH3:20])[c:6]([CH2:7][NH:8][C:9]([O:10][C:11]([CH3:12])([CH3:13])[CH3:14])=[O:15])[cH:16]1)[C:22](=[O:23])[O:24][CH3:25].